From a dataset of the Open Reaction Database (ORD), a public repository of structured organic reaction records. describe an organic reaction: reactants, conditions, products, and yield Starting materials: COC1=CC=C2C(=NNC(C2=C1)=O)COC1=CC=CC=C1 (7-methoxy-4-phenoxymethyl-2H-phthalazin-1-one), P(=O)(Cl)(Cl)Cl (phosphoryl chloride). Yields the product ClC1=NN=C(C2=CC=C(C=C12)OC)COC1=CC=CC=C1 (1-Chloro-7-methoxy-4-phenoxymethylphthalazine). RXN SMILES: [CH3:1][O:2][C:3]1[CH:12]=[C:11]2[C:6]([C:7]([CH2:14][O:15][C:16]3[CH:21]=[CH:20][CH:19]=[CH:18][CH:17]=3)=[N:8][NH:9][C:10]2=O)=[CH:5][CH:4]=1.P(Cl)(Cl)([Cl:24])=O>>[Cl:24][C:10]1[C:11]2[C:6](=[CH:5][CH:4]=[C:3]([O:2][CH3:1])[CH:12]=2)[C:7]([CH2:14][O:15][C:16]2[CH:21]=[CH:20][CH:19]=[CH:18][CH:17]=2)=[N:8][N:9]=1. Procedure: This compound is obtained according to the procedure described in 1.3. by reacting 7-methoxy-4-phenoxymethyl-2H-phthalazin-1-one with phosphoryl chloride. Starting materials: NC1=NC(=C(C(=N1)N)C(CCCC1=CC=C(C(=O)N[C@@H](CCC(=O)OCC)C(=O)OCC)C=C1)C(OC)OC)N (diethyl N-[4-[4-(2,4,6-triaminopyrimidin-5-yl)-5,5-dimethoxypentyl]benzoyl]-L-glutamate), Cl (hydrogen chloride), N (ammonia). The solvent is C(C)O (ethyl alcohol), C(C)O (ethyl alcohol), O (water), O (water). The product is NC=1N=C(C2=C(N1)NC=C2CCCC2=CC=C(C(=O)N[C@@H](CCC(=O)OCC)C(=O)OCC)C=C2)N (diethyl N-[4-[3-(2,4-diamino-7H-pyrrolo[2,3-d]pyrimidin-5-yl)propyl]benzoyl]-L-glutamate). Reaction SMILES: N[C:2]1[N:7]=[C:6]([NH2:8])[C:5]([CH:9]([CH:35](OC)OC)[CH2:10][CH2:11][CH2:12][C:13]2[CH:34]=[CH:33][C:16]([C:17]([NH:19][C@H:20]([C:28]([O:30][CH2:31][CH3:32])=[O:29])[CH2:21][CH2:22][C:23]([O:25][CH2:26][CH3:27])=[O:24])=[O:18])=[CH:15][CH:14]=2)=[C:4]([NH2:40])[N:3]=1.Cl.[NH3:42]>C(O)C.O>[NH2:42][C:2]1[N:7]=[C:6]([NH2:8])[C:5]2[C:9]([CH2:10][CH2:11][CH2:12][C:13]3[CH:34]=[CH:33][C:16]([C:17]([NH:19][C@H:20]([C:28]([O:30][CH2:31][CH3:32])=[O:29])[CH2:21][CH2:22][C:23]([O:25][CH2:26][CH3:27])=[O:24])=[O:18])=[CH:15][CH:14]=3)=[CH:35][NH:40][C:4]=2[N:3]=1. Procedure: To a suspension of the product of Example 17 (100 mg) in ethyl alcohol (2.0 ml), ethyl alcohol containing 20% (w/w) of hydrogen chloride (2.0 ml) and water (0.02 ml) were added and the mixture was heated at room temperature for 2 hours. The reaction mixture was diluted with water (10 ml), and neutralized by adding aqueous ammonia thereto, followed by removing solvent therefrom by distillation under reduced pressure. The resulting residue was purified by column chromatography (15 g of silica gel;... Starting materials: NC=1C=C2C=3CC(CCC3NC2=CC1)N(C)C (6-amino-3-(dimethyl)amino-1,2,3,4-tetrahydro-9H-carbazole), N1=CC(=CC=C1)C(=O)O (3-pyridinecarboxylic acid). Product: N1=CC(=CC=C1)C(=O)NC=1C=C2C=3CC(CCC3NC2=CC1)N(C)C (6-(3-pyridinecarbonyl)amino-3-(dimethyl)amino-1,2,3,4-tetrahydro-9H-carbazole). The yield is 53.8%. Reaction SMILES: [NH2:1][C:2]1[CH:3]=[C:4]2[C:12](=[CH:13][CH:14]=1)[NH:11][C:10]1[CH2:9][CH2:8][CH:7]([N:15]([CH3:17])[CH3:16])[CH2:6][C:5]2=1.[N:18]1[CH:23]=[CH:22][CH:21]=[C:20]([C:24](O)=[O:25])[CH:19]=1>>[N:18]1[CH:23]=[CH:22][CH:21]=[C:20]([C:24]([NH:1][C:2]2[CH:3]=[C:4]3[C:12](=[CH:13][CH:14]=2)[NH:11][C:10]2[CH2:9][CH2:8][CH:7]([N:15]([CH3:17])[CH3:16])[CH2:6][C:5]3=2)=[O:25])[CH:19]=1. Procedure details: Beginning with 9.2 mg (0.040 mMol) 6-amino-3-(dimethyl)amino-1,2,3,4-tetrahydro-9H-carbazole and 12.5 mg (0.101 mMol) 3-pyridinecarboxylic acid, 7.2 mg (54%) of the title compound were recovered as a beige solid.